This data is from the Open Reaction Database (ORD), a public repository of structured organic reaction records. The task is: describe an organic reaction: reactants, conditions, products, and yield The reactants are C(=O)([O-])[O-].[Na+].[Na+] (Na2CO3), [Na+].[Cl-] (NaCl), BrC=1C2=C(C=NC1)C(CC2)N ((rac)-4-bromo-6,7-dihydro-5H-cyclopenta[c]pyridin-7-amine), CN1C(CCC2=CC(=CC=C12)B1OC(C(O1)(C)C)(C)C)=O (1-methyl-6-(4,4,5,5-tetramethyl-1,3,2-dioxaborolan-2-yl)-3,4-dihydroquinolin-2(1H)-one). The reagents and catalysts are C=1C=CC(=CC1)[P](C=2C=CC=CC2)(C=3C=CC=CC3)[Pd]([P](C=4C=CC=CC4)(C=5C=CC=CC5)C=6C=CC=CC6)([P](C=7C=CC=CC7)(C=8C=CC=CC8)C=9C=CC=CC9)[P](C=1C=CC=CC1)(C=1C=CC=CC1)C=1C=CC=CC1 (tetrakis(triphenylphosphine)palladium). Run in O (water), CCO (EtOH). Run at temperature 85 celsius. The product is NC1CCC2=C1C=NC=C2C=2C=C1CCC(N(C1=CC2)C)=O ((rac)-6-(7-Amino-6,7-dihydro-5H-cyclopenta[c]pyridin-4-yl)-1-methyl-3,4-dihydroquinolin-2(1H)-one). Isolated yield 14.3%. As a reaction SMILES: Br[C:2]1[C:3]2[CH2:10][CH2:9][CH:8]([NH2:11])[C:4]=2[CH:5]=[N:6][CH:7]=1.[CH3:12][N:13]1[C:22]2[C:17](=[CH:18][C:19](B3OC(C)(C)C(C)(C)O3)=[CH:20][CH:21]=2)[CH2:16][CH2:15][C:14]1=[O:32].C([O-])([O-])=O.[Na+].[Na+].[Na+].[Cl-]>CCO.O.C1C=CC([P]([Pd]([P](C2C=CC=CC=2)(C2C=CC=CC=2)C2C=CC=CC=2)([P](C2C=CC=CC=2)(C2C=CC=CC=2)C2C=CC=CC=2)[P](C2C=CC=CC=2)(C2C=CC=CC=2)C2C=CC=CC=2)(C2C=CC=CC=2)C2C=CC=CC=2)=CC=1>[NH2:11][CH:8]1[C:4]2[CH:5]=[N:6][CH:7]=[C:2]([C:19]3[CH:18]=[C:17]4[C:22](=[CH:21][CH:20]=3)[N:13]([CH3:12])[C:14](=[O:32])[CH2:15][CH2:16]4)[C:3]=2[CH2:10][CH2:9]1 |f:2.3.4,5.6,^1:48,50,69,88|. Reported procedure: In a 50 ml round-bottomed flask, (rac)-4-bromo-6,7-dihydro-5H-cyclopenta[c]pyridin-7-amine (intermediate A-3[C]) (107 mg, 500 μmol) and 1-methyl-6-(4,4,5,5-tetramethyl-1,3,2-dioxaborolan-2-yl)-3,4-dihydroquinolin-2(1H)-one (intermediate A-1) (172 mg, 600 μmol) were dissolved in EtOH (9 mL) to give a brown solution. Na2CO3 (58.3 mg, 550 μmol), dissolved in water (1.5 mL) was added followed by tetrakis(triphenylphosphine)palladium (0) (17.3 mg, 15.0 mmol) after evacuation and replacing 5 times wit... Reactants: Cl.ClC1=CC(=CC=2[C@@H]3[C@@H](NC(C12)=O)CNC3)CC ((3aR,9bS)-6-chloro-8-ethyl-2,3,3a,4-tetrahydro-1H-pyrrolo[3,4-c]isoquinolin-5(9bH)-one hydrochloride), C(C)=O (acetaldehyde), Cl (HCl), [BH4-].[Na+] (sodium borohydride). Run in CO (methanol), CCOCC (ether), O1CCOCC1 (dioxane). Run at time 18 hour. Product: Cl.ClC1=CC(=CC=2[C@@H]3[C@@H](NC(C12)=O)CN(C3)CC)CC ((3aR,9bS)-6-Chloro-2,8-diethyl-2,3,3a,4-tetrahydro-1H-pyrrolo[3,4-c]isoquinolin-5(9bH)-one hydrochloride). Yield: 126.9%. RXN SMILES: Cl.[Cl:2][C:3]1[C:12]2[C:11](=[O:13])[NH:10][C@H:9]3[CH2:14][NH:15][CH2:16][C@@H:8]3[C:7]=2[CH:6]=[C:5]([CH2:17][CH3:18])[CH:4]=1.[CH:19](=O)[CH3:20].[BH4-].[Na+].Cl>CO.CCOCC.O1CCOCC1>[ClH:2].[Cl:2][C:3]1[C:12]2[C:11](=[O:13])[NH:10][C@H:9]3[CH2:14][N:15]([CH2:19][CH3:20])[CH2:16][C@@H:8]3[C:7]=2[CH:6]=[C:5]([CH2:17][CH3:18])[CH:4]=1 |f:0.1,3.4,9.10|. Reported procedure: To a solution of (3aR,9bS)-6-chloro-8-ethyl-2,3,3a,4-tetrahydro-1H-pyrrolo[3,4-c]isoquinolin-5(9bH)-one hydrochloride (Example 29) (10 mg, 0.035 mmol) in 2 mL of methanol was added acetaldehyde (0.006 mL, 0.10 mmol) followed by sodium borohydride (7 mg, 0.17 mmol). The reaction mixture was stirred at ambient temperature for 18 h. The reaction was concentrated and the residue was purified (ISCO, elution with 0-15% methanol/methylene chloride) to afford the free base. To the free base in 1 mL of e... Starting materials: C[Sn](C)(C)Cl (trimethyltin chloride), S1C2=C(C=C1)SC=C2 (thieno[3,2-b]thiophene), [Li]C(C)(C)C (t-BuLi), organolithium, C[Sn](C)(C)Cl (trimethyltin chloride). Run in O1CCCC1 (tetrahydrofuran). Run at temperature -78 celsius, time 20 minute. Product: C[Sn](C1=CC2=C(S1)C=C(S2)[Sn](C)(C)C)(C)C (2,5-bis(trimethylstannyl)thieno[3,2-b]thiophene). As a reaction SMILES: [S:1]1[CH:5]=[CH:4][C:3]2[S:6][CH:7]=[CH:8][C:2]1=2.[Li]C(C)(C)C.[CH3:14][Sn:15](Cl)([CH3:17])[CH3:16]>O1CCCC1>[CH3:14][Sn:15]([CH3:17])([CH3:16])[C:5]1[S:1][C:2]2[CH:8]=[C:7]([Sn:15]([CH3:17])([CH3:16])[CH3:14])[S:6][C:3]=2[CH:4]=1. Reported procedure: In a 3-neck round bottom flask equipped with an argon inlet and an addition flannel, thieno[3,2-b]thiophene (7.5 g, 54 mmol) was dissolved in tetrahydrofuran (1 L). After the solution was cooled to −78° C. using an isopropanol/dry ice bath, t-BuLi (100 mL, 170 mmol) was transferred by cannula to the addition funnel. The organolithium reagent was then added dropwise. After completion of the addition, the mixture was stirred for 20 min at −78° C. then warmed up with an isopropanol bath at room tem... Run in C(C)#N (acetonitrile). Procedure: Copper(I) oxide (1.258 g, 8.79 mmol) was added to a solution of [2-fluoro-3-(1-naphthalenyloxy)-4-nitrophenyl]acetic acid (15.70 g, 46 mmol) in acetonitrile (200 mL). The mixture was heated at 90° C. for 4 hrs. The reaction mixture was concentrated and the residue was purified by flash chromatography (hexane:ethyl acetate) to give the title compound (6.30 g, 36%). ES MS: m/z 298 (M+1), ˜80% pure. Reaction SMILES: [F:1][C:2]1[C:7]([O:8][C:9]2[C:18]3[C:13](=[CH:14][CH:15]=[CH:16][CH:17]=3)[CH:12]=[CH:11][CH:10]=2)=[C:6]([N+:19]([O-:21])=[O:20])[CH:5]=[CH:4][C:3]=1[CH2:22]C(O)=O>C(#N)C.[Cu-]=O>[F:1][C:2]1[C:3]([CH3:22])=[CH:4][CH:5]=[C:6]([N+:19]([O-:21])=[O:20])[C:7]=1[O:8][C:9]1[C:18]2[C:13](=[CH:14][CH:15]=[CH:16][CH:17]=2)[CH:12]=[CH:11][CH:10]=1. Product: FC1=C(C(=CC=C1C)[N+](=O)[O-])OC1=CC=CC2=CC=CC=C12 (1-[(2-fluoro-3-methyl-6-nitrophenyl)oxy]naphthalene). Reagents/catalysts: [Cu-]=O (Copper(I) oxide). Reactants: FC1=C(C=CC(=C1OC1=CC=CC2=CC=CC=C12)[N+](=O)[O-])CC(=O)O ([2-fluoro-3-(1-naphthalenyloxy)-4-nitrophenyl]acetic acid). Yield: 46.1%. Reaction conditions: temperature 90 celsius. Starting materials: CN=C=O, ClCCl, Fc1ccc(NC(c2ccc(F)cc2)C2CCNCC2)cc1. The product is CNC(=O)N1CCC(C(Nc2ccc(F)cc2)c2ccc(F)cc2)CC1. RXN SMILES: [CH3:23][N:24]=[C:25]=[O:26].[Cl:27][CH2:28][Cl:29].[F:1][c:2]1[cH:3][cH:4][c:5]([NH:8][CH:9]([CH:10]2[CH2:11][CH2:12][NH:13][CH2:14][CH2:15]2)[c:16]2[cH:17][cH:18][c:19]([F:22])[cH:20][cH:21]2)[cH:6][cH:7]1>>[F:1][c:2]1[cH:3][cH:4][c:5]([NH:8][CH:9]([CH:10]2[CH2:11][CH2:12][N:13]([C:25]([NH:24][CH3:23])=[O:26])[CH2:14][CH2:15]2)[c:16]2[cH:17][cH:18][c:19]([F:22])[cH:20][cH:21]2)[cH:6][cH:7]1. Starting materials: OC1CN(C1)C(=O)N1CC(CC(C1)C1=CC=C(C=C1)OC(F)(F)F)C(=O)O (1-[(3-Hydroxyazetidin-1-yl)carbonyl]-5-[4-(trifluoromethoxy)phenyl]piperidine-3-carboxylic acid), ON=C(C)N (N′-hydroxyethanimidamide). Product: OC1CN(C1)C(=O)N1CC(CC(C1)C1=CC=C(C=C1)OC(F)(F)F)C1=NC(=NO1)C ((3-Hydroxyazetidin-1-yl){3-(3-methyl-1,2,4-oxadiazol-5-yl)-5-[4-(trifluoromethoxy)phenyl]piperidin-1-yl}methanone). As a reaction SMILES: [OH:1][CH:2]1[CH2:5][N:4]([C:6]([N:8]2[CH2:13][CH:12]([C:14]3[CH:19]=[CH:18][C:17]([O:20][C:21]([F:24])([F:23])[F:22])=[CH:16][CH:15]=3)[CH2:11][CH:10]([C:25](O)=[O:26])[CH2:9]2)=[O:7])[CH2:3]1.O[N:29]=[C:30]([NH2:32])[CH3:31]>>[OH:1][CH:2]1[CH2:3][N:4]([C:6]([N:8]2[CH2:13][CH:12]([C:14]3[CH:15]=[CH:16][C:17]([O:20][C:21]([F:22])([F:23])[F:24])=[CH:18][CH:19]=3)[CH2:11][CH:10]([C:25]3[O:26][N:32]=[C:30]([CH3:31])[N:29]=3)[CH2:9]2)=[O:7])[CH2:5]1. Reported procedure: 185 mg (about 0.400 mmol) of the compound from Example 110A and 55 mg (0.600 mmol) of N′-hydroxyethanimidamide were reacted according to the General Method 2. Yield: 16 mg (9% of theory) Reactants: N1=C(C)C=CC2=CC=CC=C12 (quinaldine), [H][H] (hydrogen). The reagents and catalysts are O=[Pt]=O (PtO2). Solvent: FC(C(=O)O)(F)F (trifluoroacetic acid). Product: CC1=NC=2CCCCC2C=C1 (2-methyl-5,6,7,8-tetrahydro-quinoline), oil. Yield: 98.0%. RXN SMILES: [N:1]1[C:11]2[C:6](=[CH:7][CH:8]=[CH:9][CH:10]=2)[CH:5]=[CH:4][C:2]=1[CH3:3].[H][H]>FC(F)(F)C(O)=O.O=[Pt]=O>[CH3:3][C:2]1[CH:4]=[CH:5][C:6]2[CH2:7][CH2:8][CH2:9][CH2:10][C:11]=2[N:1]=1. Procedure: A solution of quinaldine (available from Aldrich) (25 mL, 176 mmol) in trifluoroacetic acid (140 mL) was hydrogenated at 50 psi hydrogen in the presence of PtO2 (2.62 g, 11.5 mmol) for 1.5 h at rt. (This method was conducted in accordance with Bell, T. W. et. al. J. Am. Chem. Soc. 2002 124, 14092 incorporated herein by reference). The mixture was filtered through filter paper, diluted with water and crushed ice, and made basic by the addition of solid NaOH until the mixture was pH>10. The aqueou... As a reaction SMILES: [BH4-:21].[C:1]([CH3:2])([CH3:3])([CH3:4])[Si:5]([O:6][CH2:7][CH2:8][O:9][c:10]1[cH:11][c:12]([CH:13]=[N:14][CH3:15])[cH:16][cH:17][cH:18]1)([CH3:19])[CH3:20].[CH3:23][CH2:24][OH:25].[Na+:22]>>[C:1]([CH3:2])([CH3:3])([CH3:4])[Si:5]([O:6][CH2:7][CH2:8][O:9][c:10]1[cH:11][c:12]([CH2:13][NH:14][CH3:15])[cH:16][cH:17][cH:18]1)([CH3:19])[CH3:20]. Yields the product CNCc1cccc(OCCO[Si](C)(C)C(C)(C)C)c1. The reactants are [BH4-], CN=Cc1cccc(OCCO[Si](C)(C)C(C)(C)C)c1, CCO, [Na+].